From a dataset of the Open Reaction Database (ORD), a public repository of structured organic reaction records. describe an organic reaction: reactants, conditions, products, and yield Starting materials: O=C(Cc1ccc(Br)c(C(F)(F)F)c1)Nc1ccc(-c2ccccc2)cn1, O=C([O-])[O-], CCO, Cc1cc(B(O)O)ccn1, Cc1ccccc1, [Na+], [Na+], c1ccc(P(c2ccccc2)(c2ccccc2)[Pd](P(c2ccccc2)(c2ccccc2)c2ccccc2)(P(c2ccccc2)(c2ccccc2)c2ccccc2)P(c2ccccc2)(c2ccccc2)c2ccccc2)cc1. The product is Cc1cc(-c2ccc(CC(=O)Nc3ccc(-c4ccccc4)cn3)cc2C(F)(F)F)ccn1. Reaction SMILES: [Br:1][c:2]1[c:3]([C:24]([F:25])([F:26])[F:27])[cH:4][c:5]([CH2:8][C:9](=[O:10])[NH:11][c:12]2[n:13][cH:14][c:15](-[c:18]3[cH:19][cH:20][cH:21][cH:22][cH:23]3)[cH:16][cH:17]2)[cH:6][cH:7]1.[C:45](=[O:46])([O-:47])[O-:48].[CH3:128][CH2:129][OH:130].[CH3:28][c:29]1[n:30][cH:31][cH:32][c:33]([B:35]([OH:36])[OH:37])[cH:34]1.[CH3:38][c:39]1[cH:40][cH:41][cH:42][cH:43][cH:44]1.[Na+:49].[Na+:50].[cH:51]1[cH:52][cH:53][c:54]([P:55]([Pd:56]([P:57]([c:58]2[cH:59][cH:60][cH:61][cH:62][cH:63]2)([c:64]2[cH:65][cH:66][cH:67][cH:68][cH:69]2)[c:70]2[cH:71][cH:72][cH:73][cH:74][cH:75]2)([P:76]([c:77]2[cH:78][cH:79][cH:80][cH:81][cH:82]2)([c:83]2[cH:84][cH:85][cH:86][cH:87][cH:88]2)[c:89]2[cH:90][cH:91][cH:92][cH:93][cH:94]2)[P:95]([c:96]2[cH:97][cH:98][cH:99][cH:100][cH:101]2)([c:102]2[cH:103][cH:104][cH:105][cH:106][cH:107]2)[c:108]2[cH:109][cH:110][cH:111][cH:112][cH:113]2)([c:114]2[cH:115][cH:116][cH:117][cH:118][cH:119]2)[c:120]2[cH:121][cH:122][cH:123][cH:124][cH:125]2)[cH:126][cH:127]1>>[c:2]1(-[c:33]2[cH:32][cH:31][n:30][c:29]([CH3:28])[cH:34]2)[c:3]([C:24]([F:25])([F:26])[F:27])[cH:4][c:5]([CH2:8][C:9](=[O:10])[NH:11][c:12]2[n:13][cH:14][c:15](-[c:18]3[cH:19][cH:20][cH:21][cH:22][cH:23]3)[cH:16][cH:17]2)[cH:6][cH:7]1. Reactants: CC(C)(C)OC(=O)NC(Cc1cscn1)C(=O)O, Cl, C1COCCO1. The product is NC(Cc1cscn1)C(=O)O. RXN SMILES: [CH3:2][C:3]([CH3:4])([O:5][C:6](=[O:7])[NH:8][CH:9]([C:10](=[O:11])[OH:12])[CH2:13][c:14]1[n:15][cH:16][s:17][cH:18]1)[CH3:19].[ClH:1].[O:20]1[CH2:21][CH2:22][O:23][CH2:24][CH2:25]1>>[NH2:8][CH:9]([C:10](=[O:11])[OH:12])[CH2:13][c:14]1[n:15][cH:16][s:17][cH:18]1.